Dataset: the Open Reaction Database (ORD), a public repository of structured organic reaction records. Task: describe an organic reaction: reactants, conditions, products, and yield The reactants are C(C)N (ethylamine), ClC1=NC=C(C=C1)CCl (2-chloro-5-(chloromethyl)pyridine), O (water). The solvent is C(C)#N (acetonitrile), C(C)#N (acetonitrile). Conditions: time 15 minute. The product is ClC1=CC=C(C=N1)CNCC (N-((6-chloropyridin-3-yl)methyl)ethanamine). The yield is 82.0%. Reaction SMILES: [CH2:1]([NH2:3])[CH3:2].[Cl:4][C:5]1[CH:10]=[CH:9][C:8]([CH2:11]Cl)=[CH:7][N:6]=1.O>C(#N)C>[Cl:4][C:5]1[N:6]=[CH:7][C:8]([CH2:11][NH:3][CH2:1][CH3:2])=[CH:9][CH:10]=1. Reported procedure: 65-70% ethylamine solution (70 g, 1 mol), acetonitrile 50 mL were added into a three necked round bottom flask mounted with pressure-equalizing dropping funnel and thermometer. The solution was stirred in ice bath for 15 min to control the temperature near 0° C. Then, 2-chloro-5-(chloromethyl)pyridine (16.10 g, 0.10 mol) in 25 ml acetonitrile was added by pressure-equalizing dropping funnel in 3.5 hrs with a speed of 3 drop/min. After completion, water was added and the reaction mixture was extr... The reactants are CC(C)(C)OC(=O)NC1CCC(n2nnc3cnc4c(ccn4S(=O)(=O)c4ccccc4)c32)C1, C1CCOC1, CO, ClCCl, [Na+], [OH-]. Yields the product CC(C)(C)OC(=O)NC1CCC(n2nnc3cnc4[nH]ccc4c32)C1. RXN SMILES: [C:1]([CH3:2])([CH3:3])([CH3:4])[O:5][C:6]([NH:7][CH:8]1[CH2:9][CH:10]([n:13]2[n:14][n:15][c:16]3[cH:17][n:18][c:19]4[n:20]([S:25]([c:26]5[cH:27][cH:28][cH:29][cH:30][cH:31]5)(=[O:32])=[O:33])[cH:21][cH:22][c:23]4[c:24]23)[CH2:11][CH2:12]1)=[O:34].[CH2:39]1[O:40][CH2:41][CH2:42][CH2:43]1.[CH3:37][OH:38].[Cl:44][CH2:45][Cl:46].[Na+:36].[OH-:35]>>[C:1]([CH3:2])([CH3:3])([CH3:4])[O:5][C:6]([NH:7][CH:8]1[CH2:9][CH:10]([n:13]2[n:14][n:15][c:16]3[cH:17][n:18][c:19]4[nH:20][cH:21][cH:22][c:23]4[c:24]23)[CH2:11][CH2:12]1)=[O:34]. Reactants: BrC1=C(C=CC(=C1)F)NC(CC#N)=O (N-(2-bromo-4-fluorophenyl)-2-cyanoacetamide), CO/C=C/C(C)=O ((3E)-4-methoxybut-3-en-2-one), N12CCN(CC1)CC2 (1,4-diazabicyclo[2.2.2]octane), COCCOCCO (2-(2-methoxyethoxy)ethanol). Solvent: C(C)(=O)OCC (ethyl acetate). Conditions: temperature 130 celsius, time 5 hour. Product: BrC1=C(C=CC(=C1)F)N1C(C(=CC=C1C)C#N)=O (1-(2-bromo-4-fluorophenyl)-6-methyl-2-oxo-1,2-dihydropyridine-3-carbonitrile). Isolated yield 29.9%. As a reaction SMILES: [Br:1][C:2]1[CH:7]=[C:6]([F:8])[CH:5]=[CH:4][C:3]=1[NH:9][C:10](=[O:14])[CH2:11][C:12]#[N:13].CO/[CH:17]=[CH:18]/[C:19](=O)[CH3:20].N12CCN(CC1)CC2.COCCOCCO>C(OCC)(=O)C>[Br:1][C:2]1[CH:7]=[C:6]([F:8])[CH:5]=[CH:4][C:3]=1[N:9]1[C:19]([CH3:20])=[CH:18][CH:17]=[C:11]([C:12]#[N:13])[C:10]1=[O:14]. Reported procedure: A mixture of N-(2-bromo-4-fluorophenyl)-2-cyanoacetamide (5.00 g, 19.4 mmol), (3E)-4-methoxybut-3-en-2-one (2.33 g, 23.3 mmol), 1,4-diazabicyclo[2.2.2]octane (2.18 g, 19.4 mmol) and 2-(2-methoxyethoxy)ethanol (50 mL) was stirred at 130° C. for 5 hr. After cooling to room temperature, the mixture was diluted with ethyl acetate, washed with 1N hydrochloric acid, water (×2) and saturated brine, dried over anhydrous magnesium sulfate, and filtered through a silica gel pad. The solvent was evaporated... Reactants: [Br-], [Zn+]C1CCCCC1, [Cl-], [NH4+], C1CCOC1, COc1cc(CC(=O)Nc2cccc(I)c2)ccc1O, [Pd], c1ccc(P(c2ccccc2)c2ccccc2)cc1, c1ccc(P(c2ccccc2)c2ccccc2)cc1, c1ccc(P(c2ccccc2)c2ccccc2)cc1, c1ccc(P(c2ccccc2)c2ccccc2)cc1. The product is COc1cc(CC(=O)Nc2cccc(C3CCCCC3)c2)ccc1O. As a reaction SMILES: [Br-:21].[CH:22]1([Zn+:28])[CH2:23][CH2:24][CH2:25][CH2:26][CH2:27]1.[Cl-:29].[NH4+:30].[O:31]1[CH2:32][CH2:33][CH2:34][CH2:35]1.[OH:1][c:2]1[c:3]([O:19][CH3:20])[cH:4][c:5]([CH2:8][C:9](=[O:10])[NH:11][c:12]2[cH:13][c:14]([I:18])[cH:15][cH:16][cH:17]2)[cH:6][cH:7]1.[Pd:36].[c:37]1([P:38]([c:39]2[cH:40][cH:41][cH:42][cH:43][cH:44]2)[c:45]2[cH:46][cH:47][cH:48][cH:49][cH:50]2)[cH:51][cH:52][cH:53][cH:54][cH:55]1.[c:56]1([P:57]([c:58]2[cH:59][cH:60][cH:61][cH:62][cH:63]2)[c:64]2[cH:65][cH:66][cH:67][cH:68][cH:69]2)[cH:70][cH:71][cH:72][cH:73][cH:74]1.[c:75]1([P:76]([c:77]2[cH:78][cH:79][cH:80][cH:81][cH:82]2)[c:83]2[cH:84][cH:85][cH:86][cH:87][cH:88]2)[cH:89][cH:90][cH:91][cH:92][cH:93]1.[c:94]1([P:95]([c:96]2[cH:97][cH:98][cH:99][cH:100][cH:101]2)[c:102]2[cH:103][cH:104][cH:105][cH:106][cH:107]2)[cH:108][cH:109][cH:110][cH:111][cH:112]1>>[OH:1][c:2]1[c:3]([O:19][CH3:20])[cH:4][c:5]([CH2:8][C:9](=[O:10])[NH:11][c:12]2[cH:13][c:14]([CH:22]3[CH2:23][CH2:24][CH2:25][CH2:26][CH2:27]3)[cH:15][cH:16][cH:17]2)[cH:6][cH:7]1. Starting materials: O=C([O-])[O-], CSC(CCOS(C)(=O)=O)C(F)(F)F, CS(C)=O, Cl, N#CCS(=O)(=O)CCC(F)(F)F, [K+], [K+]. The product is CSC(CCC(C#N)S(=O)(=O)CCC(F)(F)F)C(F)(F)F. RXN SMILES: [C:27](=[O:28])([O-:29])[O-:30].[CH3:1][S:2]([O:3][CH2:6][CH2:7][CH:8]([C:9]([F:10])([F:11])[F:12])[S:13][CH3:14])(=[O:4])=[O:5].[CH3:34][S:35](=[O:36])[CH3:37].[ClH:33].[F:15][C:16]([CH2:17][CH2:18][S:19](=[O:20])(=[O:21])[CH2:22][C:23]#[N:24])([F:25])[F:26].[K+:31].[K+:32]>>[CH2:6]([CH2:7][CH:8]([C:9]([F:10])([F:11])[F:12])[S:13][CH3:14])[CH:22]([S:19]([CH2:18][CH2:17][C:16]([F:15])([F:25])[F:26])(=[O:20])=[O:21])[C:23]#[N:24]. The reactants are O=C(Cl)Cl, O=C([O-])O, C1CC1, COc1ccccc1CNc1ccc2cc(N)ccc2n1, CC#N, [Na+], O. The product is COc1ccccc1CNc1ccc2cc(NC(=O)C3CC3)ccc2n1. As a reaction SMILES: [C:22](=[O:23])([Cl:24])[Cl:25].[C:32](=[O:33])([OH:34])[O-:35].[CH2:26]1[CH2:27][CH2:28]1.[CH3:1][O:2][c:3]1[c:4]([CH2:5][NH:6][c:7]2[n:8][c:9]3[cH:10][cH:11][c:12]([NH2:17])[cH:13][c:14]3[cH:15][cH:16]2)[cH:18][cH:19][cH:20][cH:21]1.[CH3:29][C:30]#[N:31].[Na+:36].[OH2:37]>>[CH3:1][O:2][c:3]1[c:4]([CH2:5][NH:6][c:7]2[n:8][c:9]3[cH:10][cH:11][c:12]([NH:17][C:22](=[O:23])[CH:26]4[CH2:27][CH2:28]4)[cH:13][c:14]3[cH:15][cH:16]2)[cH:18][cH:19][cH:20][cH:21]1. The reactants are C(C1=CC=CC=C1)OC(=O)NC(OCC)=N (N-benzyloxycarbonyl-O-ethyl-isourea), NCCCCCN (1,5-diaminopentane). The solvent is C1(=CC=CC=C1)C (toluene). Conditions: temperature 40 celsius, time 48 hour. The product is NCCCCCNC(=N)NC(=O)OCC1=CC=CC=C1 (N-(5-Aminopentyl)-N'-benzyloxycarbonyl guanidine). Reaction SMILES: [CH2:1]([O:8][C:9]([NH:11][C:12](=[NH:16])OCC)=[O:10])[C:2]1[CH:7]=[CH:6][CH:5]=[CH:4][CH:3]=1.[NH2:17][CH2:18][CH2:19][CH2:20][CH2:21][CH2:22][NH2:23]>C1(C)C=CC=CC=1>[NH2:17][CH2:18][CH2:19][CH2:20][CH2:21][CH2:22][NH:23][C:12]([NH:11][C:9]([O:8][CH2:1][C:2]1[CH:3]=[CH:4][CH:5]=[CH:6][CH:7]=1)=[O:10])=[NH:16]. Procedure details: A mixture of N-benzyloxycarbonyl-O-methyl-isourea (II-OMe) (0.42 g, 2.0 mmol), toluene (3.5 mL) and 1,5-diaminopentane (0.50, 5.0 mmol) was stirred at 40° C. and for 48 h. The reaction mixture was concentrated under vacuum (35° C., 0.3 mbar) to give a crude product which was crystallized by addition of toluene followed by additon of heptane. The yield of N-(5-aminopentyl)-N'-benzyloxycarbonyl guanidine (IIId) was 0.3 g (60% in theory).